Dataset: the Open Reaction Database (ORD), a public repository of structured organic reaction records. Task: describe an organic reaction: reactants, conditions, products, and yield Reactants: ClC1=CC=C(C=C1)CC#N ((4-chlorophenyl)acetonitrile), C([O-])([O-])=O.[K+].[K+] (potassium carbonate), C(C=O)(=O)O (glyoxylic acid). The solvent is CO (methanol). Conditions: temperature 35 celsius, time 6 hour. The product is ClC1=CC=C(C=C1)C(=CC(=O)[O-])C#N.[K+] (Potassium 3-(4-chlorophenyl)-3-cyanoacrylate). Reaction SMILES: [C:1]([OH:5])(=[O:4])[CH:2]=O.[Cl:6][C:7]1[CH:12]=[CH:11][C:10]([CH2:13][C:14]#[N:15])=[CH:9][CH:8]=1.C(=O)([O-])[O-].[K+:20].[K+]>CO>[Cl:6][C:7]1[CH:12]=[CH:11][C:10]([C:13]([C:14]#[N:15])=[CH:2][C:1]([O-:5])=[O:4])=[CH:9][CH:8]=1.[K+:20] |f:2.3.4,6.7|. Procedure: 133 g (0.9 mol) of 50% strength aqueous glyoxylic acid was added dropwise with stirring to 91.2 g (0.6 mol) of (4-chlorophenyl)acetonitrile and 210 g (1.5 mol) of potassium carbonate in 1.2 l of methanol such that the reaction temperature increased to 35° C. The mixture was stirred at room temperature for 6 h and then filtered, and the residue was washed with methylene chloride and dried under reduced pressure. At room temperature, the crude product was stirred with 3 l of water for 1.5 h, and t...